This data is from the Open Reaction Database (ORD), a public repository of structured organic reaction records. The task is: describe an organic reaction: reactants, conditions, products, and yield Starting materials: C1CCOC1, COc1ccc(C(=O)Nc2ccc(C(C)C)cc2)cn1, Cl, [Na+], O=C([O-])O. As a reaction SMILES: [CH2:27]1[O:28][CH2:29][CH2:30][CH2:31]1.[CH:1]([CH3:2])([CH3:3])[c:4]1[cH:5][cH:6][c:7]([NH:10][C:11](=[O:12])[c:13]2[cH:14][n:15][c:16]([O:19][CH3:20])[cH:17][cH:18]2)[cH:8][cH:9]1.[ClH:21].[Na+:22].[OH:23][C:24](=[O:25])[O-:26]>>[CH:1]([CH3:2])([CH3:3])[c:4]1[cH:5][cH:6][c:7]([NH:10][CH2:11][c:13]2[cH:14][n:15][c:16]([O:19][CH3:20])[cH:17][cH:18]2)[cH:8][cH:9]1. The product is COc1ccc(CNc2ccc(C(C)C)cc2)cn1. Reactants: ClC1=NC=2C=CC=CC2C2=C1N=CN2CC(C)C (4-chloro-1-(2-methylpropyl)-1H-imidazo[4,5-c]quinoline), N (ammonia), steel. Run in CO (methanol). Conditions: temperature 20 celsius. Product: CC(CN1C=NC=2C(=NC=3C=CC=CC3C21)N)C (1-(2-Methylpropyl)-1H-imidazo[4,5-c]quinolin-4-amine). Reaction SMILES: Cl[C:2]1[C:11]2[N:12]=[CH:13][N:14]([CH2:15][CH:16]([CH3:18])[CH3:17])[C:10]=2[C:9]2[CH:8]=[CH:7][CH:6]=[CH:5][C:4]=2[N:3]=1.[NH3:19]>CO>[CH3:17][CH:16]([CH3:18])[CH2:15][N:14]1[C:10]2[C:9]3[CH:8]=[CH:7][CH:6]=[CH:5][C:4]=3[N:3]=[C:2]([NH2:19])[C:11]=2[N:12]=[CH:13]1. Procedure details: A solution of 4-chloro-1-(2-methylpropyl)-1H-imidazo[4,5-c]quinoline (0.86 g) in 7 g of a methanol solution containing 20% by weight of ammonia was placed in a steel bomb for 20 h at 150° C. After cooling to 20° C., the solid formed was collected by filtration and washed with methanol. The crude product 1-(2-methylpropyl)-1H-imidazo[4,5-c]quinolin-4-amine was recystallized from N,N-dimethylformamide. The reactants are ClCC1=C(C=NC2=C(C=CC=C12)NC(C1=C(C=CC=C1Cl)Cl)=O)COC (4-chloromethyl-8-(2,6-dichlorobenzoylamino)-3-methoxymethylquinoline), C([O-])([O-])=O.[K+].[K+] (potassium carbonate). The solvent is COCCOC (1,2-dimethoxyethane), CO (methanol). Product: COCC=1C=NC2=C(C=CC=C2C1COC)NC(C1=C(C=CC=C1Cl)Cl)=O (3,4-bis(methoxymethyl)-8-(2,6-dichlorobenzoylamino)quinoline). Isolated yield 27.7%. Reaction SMILES: Cl[CH2:2][C:3]1[C:12]2[C:7](=[C:8]([NH:13][C:14](=[O:23])[C:15]3[C:20]([Cl:21])=[CH:19][CH:18]=[CH:17][C:16]=3[Cl:22])[CH:9]=[CH:10][CH:11]=2)[N:6]=[CH:5][C:4]=1[CH2:24][O:25][CH3:26].[C:27](=O)([O-])[O-:28].[K+].[K+]>COCCOC.CO>[CH3:26][O:25][CH2:24][C:4]1[CH:5]=[N:6][C:7]2[C:12]([C:3]=1[CH2:2][O:28][CH3:27])=[CH:11][CH:10]=[CH:9][C:8]=2[NH:13][C:14](=[O:23])[C:15]1[C:20]([Cl:21])=[CH:19][CH:18]=[CH:17][C:16]=1[Cl:22] |f:1.2.3|. Reported procedure: A mixture of 4-chloromethyl-8-(2,6-dichlorobenzoylamino)-3-methoxymethylquinoline (70 mg) and potassium carbonate (26 mg) in 1,2-dimethoxyethane and methanol was refluxed for 2 hours. After cooling, the mixture was partitioned between saturated ammonium chloride solution and dichloromethane, and the organic layer was washed with brine, dried over magnesium sulfate and evaporated in vacuo. The residue was purified by preparative thin layer chromatography and crystallized from isopropyl alcohol to... Starting materials: BrC=1C=CC2=C(C=C(CCN2C)C(=O)OC(C)(C)C)C1 (t-butyl 7-bromo-1-methyl-2,3-dihydro-1-benzazepine-4-carboxylate), B(OC1=CC=C(C=C1)OCC)([O-])[O-] (4-ethoxyphenyl borate), C([O-])([O-])=O.[K+].[K+] (potassium carbonate), C(C)O (ethanol), tetrakistriphenylphosphine palladium. Solvent: C1(=CC=CC=C1)C (toluene). Conditions: time 30 minute. Product: C(C)OC1=CC=C(C=C1)C=1C=CC2=C(C=C(CCN2C)C(=O)OC(C)(C)C)C1 (t-butyl 7-(4-ethoxyphenyl)-1-methyl-2,3-dihydro-1-benzazepine-4-carboxylate). Yield: 89.1%. Reaction SMILES: Br[C:2]1[CH:3]=[CH:4][C:5]2[N:11]([CH3:12])[CH2:10][CH2:9][C:8]([C:13]([O:15][C:16]([CH3:19])([CH3:18])[CH3:17])=[O:14])=[CH:7][C:6]=2[CH:20]=1.B([O-])([O-])O[C:23]1[CH:28]=[CH:27][C:26]([O:29][CH2:30][CH3:31])=[CH:25][CH:24]=1.C(=O)([O-])[O-].[K+].[K+].C(O)C>C1(C)C=CC=CC=1>[CH2:30]([O:29][C:26]1[CH:27]=[CH:28][C:23]([C:2]2[CH:3]=[CH:4][C:5]3[N:11]([CH3:12])[CH2:10][CH2:9][C:8]([C:13]([O:15][C:16]([CH3:19])([CH3:18])[CH3:17])=[O:14])=[CH:7][C:6]=3[CH:20]=2)=[CH:24][CH:25]=1)[CH3:31] |f:2.3.4|. Procedure: To t-butyl 7-bromo-1-methyl-2,3-dihydro-1-benzazepine-4-carboxylate (4.0 g), 4-ethoxyphenyl borate (2.35 g), 1M potassium carbonate solution (25 ml) and ethanol (25 ml) was added toluene (100 ml), and the mixture was stirred under argon atmosphere at room temperature for 30 minutes. To the mixture was added tetrakistriphenylphosphine palladium (0.55 g), and the mixture was refluxed under argon atmosphere overnight. The organic layer was washed with water and saturated brine, and dried with anhyd...